From a dataset of the Open Reaction Database (ORD), a public repository of structured organic reaction records. describe an organic reaction: reactants, conditions, products, and yield Product: C1(CCCC2=CC=CC=C12)=NO (3,4-dihydronaphthalen-1(2H)-one oxime). Run in CO (methanol), C(Cl)(Cl)Cl (chloroform), C(Cl)(Cl)Cl (chloroform). Reaction SMILES: [CH2:1]1[CH2:11][C:9](=O)[C:8]2[C:3](=[CH:4][CH:5]=[CH:6][CH:7]=2)[CH2:2]1.Cl.[OH:13][NH2:14].N1C=CC=CC=1>CO.C(Cl)(Cl)Cl>[C:9]1(=[N:14][OH:13])[C:8]2[C:3](=[CH:4][CH:5]=[CH:6][CH:7]=2)[CH2:2][CH2:1][CH2:11]1 |f:1.2|. Starting materials: C1CC2=CC=CC=C2C(=O)C1 (α-tetralone), Cl.ON (hydroxyamine hydrochloride), N1=CC=CC=C1 (pyridine). Yield: 88.4%. Reported procedure: To a solution of α-tetralone (5.21 g) in methanol (25 ml), hydroxyamine hydrochloride (5.28 g) and pyridine (25 ml) were added and heated under reflux for 2 hours. The reaction mixture was concentrated and crystallized from ethanol to give a first crystal. After a second crystal was further obtained from the filtrate, this filtrate was concentrated, dissolved in chloroform, washed sequentially with 1M aqueous hydrochloric acid and brine, and then dried over anhydrous sodium sulfate. The crystals... Reactants: NCCN, CCOc1cnnc(N)n1, Cc1ccccc1C. Product: NCCNc1cnnc(N)n1. RXN SMILES: [NH2:11][CH2:12][CH2:13][NH2:14].[NH2:1][c:2]1[n:3][n:4][cH:5][c:6]([O:8][CH2:9][CH3:10])[n:7]1.[c:15]1([CH3:16])[c:17]([CH3:18])[cH:19][cH:20][cH:21][cH:22]1>>[NH2:1][c:2]1[n:3][n:4][cH:5][c:6]([NH:11][CH2:12][CH2:13][NH2:14])[n:7]1.